This data is from the Open Reaction Database (ORD), a public repository of structured organic reaction records. The task is: describe an organic reaction: reactants, conditions, products, and yield The reactants are CN(C)c1n[nH]cc1Br, CC(C)(C)OC(=O)N1CCC(OS(C)(=O)=O)CC1, [H-], [Na+], CN(C)C=O. Product: CN(C)c1nn(C2CCN(C(=O)OC(C)(C)C)CC2)cc1Br. RXN SMILES: [Br:3][c:4]1[c:5]([N:9]([CH3:10])[CH3:11])[n:6][nH:7][cH:8]1.[CH3:12][S:13]([O:14][CH:17]1[CH2:18][CH2:19][N:20]([C:23](=[O:24])[O:25][C:26]([CH3:27])([CH3:28])[CH3:29])[CH2:21][CH2:22]1)(=[O:15])=[O:16].[H-:1].[Na+:2].[O:30]=[CH:31][N:32]([CH3:33])[CH3:34]>>[Br:3][c:4]1[c:5]([N:9]([CH3:10])[CH3:11])[n:6][n:7]([CH:17]2[CH2:18][CH2:19][N:20]([C:23](=[O:24])[O:25][C:26]([CH3:27])([CH3:28])[CH3:29])[CH2:21][CH2:22]2)[cH:8]1. Reaction SMILES: [CH3:1][O:2][C:3]1([C:9]2[CH:10]=[C:11]([S:14][C:15]3[CH:24]=[C:23]4[C:18]([C:19](=O)[CH2:20][CH2:21][O:22]4)=[CH:17][CH:16]=3)[S:12][CH:13]=2)[CH2:8][CH2:7][O:6][CH2:5][CH2:4]1.Cl.[NH2:27][OH:28]>>[CH3:1][O:2][C:3]1([C:9]2[CH:10]=[C:11]([S:14][C:15]3[CH:24]=[C:23]4[C:18](/[C:19](=[N:27]/[OH:28])/[CH2:20][CH2:21][O:22]4)=[CH:17][CH:16]=3)[S:12][CH:13]=2)[CH2:8][CH2:7][O:6][CH2:5][CH2:4]1 |f:1.2|. The yield is 82.0%. Reported procedure: Using an analogous procedure to that described in Example 7, 7-[4-(4-methoxytetrahydropyran-4-yl)thien-2-ylthio]chroman-4-one was reacted with hydroxylamine hydrochloride to give (E)-7-[4-(4-methoxytetrahydropyran-4-yl)thien-2-ylthio]chroman-4-one oxime in 82% yield, m.p. 137°-138° C.; The product is COC1(CCOCC1)C=1C=C(SC1)SC1=CC=C2/C(/CCOC2=C1)=N/O ((E)-7-[4-(4-methoxytetrahydropyran-4-yl)thien-2-ylthio]chroman-4-one oxime). Reactants: COC1(CCOCC1)C=1C=C(SC1)SC1=CC=C2C(CCOC2=C1)=O (7-[4-(4-methoxytetrahydropyran-4-yl)thien-2-ylthio]chroman-4-one), Cl.NO (hydroxylamine hydrochloride). The reactants are CC(C)(C)OC(=O)N1CC(Oc2ccc3ccccc3c2)CC1CO, C1CCOC1, CC(C)OC(=O)N=NC(=O)OC(C)C, COC(=O)c1ccc(O)cc1, c1ccc(P(c2ccccc2)c2ccccc2)cc1. Yields the product COC(=O)c1ccc(OCC2CC(Oc3ccc4ccccc4c3)CN2C(=O)OC(C)(C)C)cc1. RXN SMILES: [C:15]([CH3:16])([CH3:17])([CH3:18])[O:19][C:20](=[O:21])[N:22]1[CH:23]([CH2:38][OH:39])[CH2:24][CH:25]([O:27][c:28]2[cH:29][c:30]3[cH:31][cH:32][cH:33][cH:34][c:35]3[cH:36][cH:37]2)[CH2:26]1.[CH2:70]1[O:71][CH2:72][CH2:73][CH2:74]1.[O:1]=[C:2]([O:3][CH:4]([CH3:5])[CH3:6])[N:7]=[N:8][C:9]([O:10][CH:11]([CH3:12])[CH3:13])=[O:14].[OH:40][c:41]1[cH:42][cH:43][c:44]([C:45](=[O:46])[O:47][CH3:48])[cH:49][cH:50]1.[c:51]1([P:52]([c:53]2[cH:54][cH:55][cH:56][cH:57][cH:58]2)[c:59]2[cH:60][cH:61][cH:62][cH:63][cH:64]2)[cH:65][cH:66][cH:67][cH:68][cH:69]1>>[C:15]([CH3:16])([CH3:17])([CH3:18])[O:19][C:20](=[O:21])[N:22]1[CH:23]([CH2:38][O:39][c:41]2[cH:42][cH:43][c:44]([C:45](=[O:46])[O:47][CH3:48])[cH:49][cH:50]2)[CH2:24][CH:25]([O:27][c:28]2[cH:29][c:30]3[cH:31][cH:32][cH:33][cH:34][c:35]3[cH:36][cH:37]2)[CH2:26]1. Reactants: N(=O)[O-].[Na+] (NaNO2), ice, C1=CC=C(C=C1)COC(=O)NCCCCC(C(=O)O)N (N-ε-CBZ-L-lysine). Run in O (water), OS(=O)(=O)O (H2SO4), C(C)#N (acetonitrile). Reaction conditions: time 2 hour. The product is C(C1=CC=CC=C1)OC(=O)NCCCCC(C(=O)O)O (Alpha-(N-benzyloxycarbonyl-4-aminobutyl) glycolic acid). RXN SMILES: N([O-])=[O:2].[Na+].[CH:5]1[CH:10]=[CH:9][C:8]([CH2:11][O:12][C:13]([NH:15][CH2:16][CH2:17][CH2:18][CH2:19][CH:20](N)[C:21]([OH:23])=[O:22])=[O:14])=[CH:7][CH:6]=1>O.OS(O)(=O)=O.C(#N)C>[CH2:11]([O:12][C:13]([NH:15][CH2:16][CH2:17][CH2:18][CH2:19][CH:20]([OH:2])[C:21]([OH:23])=[O:22])=[O:14])[C:8]1[CH:9]=[CH:10][CH:5]=[CH:6][CH:7]=1 |f:0.1|. Procedure: A solution of NaNO2 in water (200 ml) was added dropwise during 3 hr to an ice-cooled and stirred solution of N-ε-CBZ-L-lysine in 1 N H2SO4 and acetonitrile. The mixture was stirred for an additional 2 hr after the addition of 0-5° C. and left to stand overnight. The resulting clear solution was concentrated under reduced pressure. The residual semi-solid was extracted with ether, and the ether extract was then crystallized in ether/petroleum ether. The products recovered was α-(N-CBZ-4-aminobut... Reactants: C(C1=CC=CC=C1)OC1=CC=C(OC2CNC2)C=C1 (3-(4-Benzyloxy-phenoxy)-azetidine), BrC1=CC=C(C=C1)[C@H](C)NC(C)=O ((S)—N-[1-(4-bromo-phenyl)-ethyl]-acetamide). Reaction SMILES: [CH2:1]([O:8][C:9]1[CH:19]=[CH:18][C:12]([O:13][CH:14]2[CH2:17][NH:16][CH2:15]2)=[CH:11][CH:10]=1)[C:2]1[CH:7]=[CH:6][CH:5]=[CH:4][CH:3]=1.Br[C:21]1[CH:26]=[CH:25][C:24]([C@@H:27]([NH:29][C:30](=[O:32])[CH3:31])[CH3:28])=[CH:23][CH:22]=1>>[CH2:1]([O:8][C:9]1[CH:19]=[CH:18][C:12]([O:13][CH:14]2[CH2:17][N:16]([C:21]3[CH:26]=[CH:25][C:24]([C@@H:27]([NH:29][C:30](=[O:32])[CH3:31])[CH3:28])=[CH:23][CH:22]=3)[CH2:15]2)=[CH:11][CH:10]=1)[C:2]1[CH:3]=[CH:4][CH:5]=[CH:6][CH:7]=1. The product is C(C1=CC=CC=C1)OC1=CC=C(OC2CN(C2)C2=CC=C(C=C2)[C@H](C)NC(C)=O)C=C1 ((S)—N-(1-{4-[3-(4-Benzyloxy-phenoxy)-azetidin-1-yl]-phenyl}-ethyl)-acetamide). Procedure: Example 8.5 is prepared analogously to 8.1. 3-(4-Benzyloxy-phenoxy)-azetidine and (S)—N-[1-(4-bromo-phenyl)-ethyl]-acetamide (I.1) are used as starting materials. Reaction conditions are stirring for 2 days at 30° C. Run at temperature 30 celsius, time 2 day. The reactants are CC(C)(C)c1cc2ncc(Br)cn2n1, C#Cc1cccc(F)c1. The product is CC(C)(C)c1cc2ncc(C#Cc3cccc(F)c3)cn2n1. RXN SMILES: [Br:1][c:2]1[cH:3][n:4][c:5]2[n:6]([cH:7]1)[n:8][c:9]([C:11]([CH3:12])([CH3:13])[CH3:14])[cH:10]2.[C:15](#[CH:16])[c:17]1[cH:18][c:19]([F:23])[cH:20][cH:21][cH:22]1>>[c:2]1([C:16]#[C:15][c:17]2[cH:18][c:19]([F:23])[cH:20][cH:21][cH:22]2)[cH:3][n:4][c:5]2[n:6]([cH:7]1)[n:8][c:9]([C:11]([CH3:12])([CH3:13])[CH3:14])[cH:10]2. Starting materials: O=C1NC2CCN(C(=O)OCc3ccccc3)C12, COc1ccc(CN2C(=O)C3C2C(O)CN3C(=O)OCc2ccccc2)cc1OC. The product is O=C1NC2C(O)CN(C(=O)OCc3ccccc3)C12. As a reaction SMILES: [O:31]=[C:32]1[CH:33]2[CH:34]([CH2:35][CH2:36][N:37]2[C:38]([O:39][CH2:40][c:41]2[cH:42][cH:43][cH:44][cH:45][cH:46]2)=[O:47])[NH:48]1.[OH:1][CH:2]1[CH2:3][N:4]([C:21](=[O:22])[O:23][CH2:24][c:25]2[cH:26][cH:27][cH:28][cH:29][cH:30]2)[CH:5]2[C:6](=[O:20])[N:7]([CH2:9][c:10]3[cH:11][cH:12][c:13]([O:14][CH3:15])[c:16]([O:17][CH3:18])[cH:19]3)[CH:8]12>>[OH:1][CH:2]1[CH2:3][N:4]([C:21](=[O:22])[O:23][CH2:24][c:25]2[cH:26][cH:27][cH:28][cH:29][cH:30]2)[CH:5]2[C:6](=[O:20])[NH:7][CH:8]12. Solvent: O1CCOCC1 (dioxane). The reactants are FC1=CC=C(C=C1)C1CCC2(OCCO2)CC1 (8-(4-fluor-phenyl)-1,4-dioxaspiro[4.5]decane), S(O)(O)(=O)=O (sulphuric acid). Conditions: time 5 hour. Reaction SMILES: [F:1][C:2]1[CH:7]=[CH:6][C:5]([CH:8]2[CH2:17][CH2:16][C:11]3(OCC[O:12]3)[CH2:10][CH2:9]2)=[CH:4][CH:3]=1.S(=O)(=O)(O)O>O1CCOCC1>[F:1][C:2]1[CH:3]=[CH:4][C:5]([CH:8]2[CH2:9][CH2:10][C:11](=[O:12])[CH2:16][CH2:17]2)=[CH:6][CH:7]=1. The product is FC1=CC=C(C=C1)C1CCC(CC1)=O (4-(4-fluorophenyl)-cyclohexanone). Reported procedure: 8-(4-fluor-phenyl)-1,4-dioxaspiro[4.5]decane (2 mmol) is dissolved in dioxane (6.5 ml) and treated with 3 ml 50% aqueous sulphuric acid accompanied by stirring at room temperature for 5 hours. After dilution with water (12 ml) extraction is carried out twice with dichloromethane. The raw title compound is obtained from the combined organic phases after drying over sodium sulphate and evaporating-off of the solvent in a vacuum (Tetrahedron 1998, 54, 15509-15524): tR 3.44 min (LC-1); ESI-MS(+): m/... Starting materials: N1C=C(C2=CC=CC=C12)C[C@H](CC1(CCC(CC1)(C1=CC=CC=C1)N(C)C)O)C ((R)-1-(3-(1H-indol-3-yl)-2-methylpropyl)-4-(dimethylamino)-4-phenylcyclohexanol), C[Si](C)(C)OS(=O)(=O)C(F)(F)F (trifluoromethane sulphonic acid trimethylsilyl ester), ClCCl (dichloromethane). Solvent: ClCCCl (1,2-dichloroethane). Run at temperature 50 celsius, time 4 hour. The product is CN(C1(CCC2(CC1)C[C@@H](CC=1C3=CC=CC=C3NC12)C)C1=CC=CC=C1)C ((S)—N,N,3-trimethyl-4′-phenyl-2,3,4,9-tetrahydrospiro[carbazole-1,1′-cyclohexane]-4′-amine). As a reaction SMILES: [NH:1]1[C:9]2[C:4](=[CH:5][CH:6]=[CH:7][CH:8]=2)[C:3]([CH2:10][C@@H:11]([CH3:29])[CH2:12][C:13]2(O)[CH2:18][CH2:17][C:16]([N:25]([CH3:27])[CH3:26])([C:19]3[CH:24]=[CH:23][CH:22]=[CH:21][CH:20]=3)[CH2:15][CH2:14]2)=[CH:2]1.C[Si](OS(C(F)(F)F)(=O)=O)(C)C.ClCCl>ClCCCl>[CH3:26][N:25]([CH3:27])[C:16]1([C:19]2[CH:24]=[CH:23][CH:22]=[CH:21][CH:20]=2)[CH2:17][CH2:18][C:13]2([C:2]3[NH:1][C:9]4[C:4](=[CH:5][CH:6]=[CH:7][CH:8]=4)[C:3]=3[CH2:10][C@@H:11]([CH3:29])[CH2:12]2)[CH2:14][CH2:15]1. Procedure details: A solution of (R)-1-(3-(1H-indol-3-yl)-2-methylpropyl)-4-(dimethylamino)-4-phenylcyclohexanol (100 mg, 0.25 mmol) in anhydrous 1,2-dichloroethane (10 mL) was mixed with trifluoromethane sulphonic acid trimethylsilyl ester (222 mg, 181 μL, 1 mmol) and stirred for 4 h at 50° C. After adding dichloromethane (10 mL) the solution was washed with 1 M potassium carbonate solution (2×10 mL), water (10 mL) and saturated sodium chloride solution (10 mL), dried with sodium sulphate and concentrated to low ... The solvent is CC(=O)C.O.O1CCCC1 (acetone water tetrahydrofuran). Reported procedure: A solution of 1-(16-Heptadecenyl)-3,7-dimethylxanthine (1.50 g, 3.60 mmol), 4-methylmorpholine-N-oxide (1.83 mL, 60% wt in water, 10.6 mmol) and potassium osmate dihydrate (16 mg, 0.04 mmol) in acetone/water/ tetrahydrofuran (10:7:5, 110 mL) was stirred for 60 hours. Water (100 mL) and sodium sulfite (1 g) were added and the reaction mixture stirred for 1 hour. The reaction mixture was extracted with dichloromethane (2×100 mL) and the organic phase dried using magnesium sulfate and the solvent e... Yield: 81.0%. Yields the product OC(CCCCCCCCCCCCCCCN1C(=O)N(C=2N=CN(C2C1=O)C)C)CO (1-(16,17-dihydroxyheptadecyl)-3,7-dimethylxanthine). RXN SMILES: [CH2:1]([N:18]1[C:27](=[O:28])[C:26]2[N:25]([CH3:29])[CH:24]=[N:23][C:22]=2[N:21]([CH3:30])[C:19]1=[O:20])[CH2:2][CH2:3][CH2:4][CH2:5][CH2:6][CH2:7][CH2:8][CH2:9][CH2:10][CH2:11][CH2:12][CH2:13][CH2:14][CH2:15][CH:16]=[CH2:17].C[N+]1([O-])CC[O:35]CC1.[OH2:39].S([O-])([O-])=O.[Na+].[Na+]>CC(C)=O.O.O1CCCC1>[OH:39][CH:16]([CH2:17][OH:35])[CH2:15][CH2:14][CH2:13][CH2:12][CH2:11][CH2:10][CH2:9][CH2:8][CH2:7][CH2:6][CH2:5][CH2:4][CH2:3][CH2:2][CH2:1][N:18]1[C:27](=[O:28])[C:26]2[N:25]([CH3:29])[CH:24]=[N:23][C:22]=2[N:21]([CH3:30])[C:19]1=[O:20] |f:3.4.5,6.7.8|. Reactants: C(CCCCCCCCCCCCCCC=C)N1C(=O)N(C=2N=CN(C2C1=O)C)C (1-(16-Heptadecenyl)-3,7-dimethylxanthine), C[N+]1(CCOCC1)[O-] (4-methylmorpholine-N-oxide), potassium osmate dihydrate, O (Water), S(=O)([O-])[O-].[Na+].[Na+] (sodium sulfite). Conditions: time 1 hour.